This data is from the Open Reaction Database (ORD), a public repository of structured organic reaction records. The task is: describe an organic reaction: reactants, conditions, products, and yield The reactants are ClC1=C2C(=NC=C1)N(C(=C2)C)S(=O)(=O)C2=CC=CC=C2 (4-chloro-2-methyl-1-(phenylsulfonyl)-1H-pyrrolo[2,3-b]pyridine), C([O-])([O-])=O.[K+].[K+] (potassium carbonate), CO (methanol). Solvent: O (water). Reaction conditions: temperature 90 celsius, time 2 hour. Product: ClC1=C2C(=NC=C1)NC(=C2)C (4-chloro-2-methyl-1H-pyrrolo[2,3-b]pyridine). Isolated yield 72.0%. Reaction SMILES: [Cl:1][C:2]1[CH:7]=[CH:6][N:5]=[C:4]2[N:8](S(C3C=CC=CC=3)(=O)=O)[C:9]([CH3:11])=[CH:10][C:3]=12.C(=O)([O-])[O-].[K+].[K+].CO>O>[Cl:1][C:2]1[CH:7]=[CH:6][N:5]=[C:4]2[NH:8][C:9]([CH3:11])=[CH:10][C:3]=12 |f:1.2.3|. Reported procedure: A mixture of 4-chloro-2-methyl-1-(phenylsulfonyl)-1H-pyrrolo[2,3-b]pyridine (4.73 g), potassium carbonate (6.4 g), methanol (45 ml), and water (15 ml) was stirred at 90° C. for 2 hours. After the mixture was cooled, the obtained needle crystals were filtered and washed with water to obtain 4-chloro-2-methyl-1H-pyrrolo[2,3-b]pyridine (1.85 g). The reactants are COCCSC1=CC=C(C(=O)O)C=C1 (4-(2-Methoxy-ethylsulfanyl)-benzoic acid), S(O)(O)(=O)=O (sulfuric acid), CO (methanol). The product is COC(C1=CC=C(C=C1)SCCOC)=O (4-(2-Methoxy-ethylsulfanyl)-benzoic acid methyl ester). Yield: 78.0%. RXN SMILES: [CH3:1][O:2][CH2:3][CH2:4][S:5][C:6]1[CH:14]=[CH:13][C:9]([C:10]([OH:12])=[O:11])=[CH:8][CH:7]=1.S(=O)(=O)(O)O.[CH3:20]O>>[CH3:20][O:11][C:10](=[O:12])[C:9]1[CH:13]=[CH:14][C:6]([S:5][CH2:4][CH2:3][O:2][CH3:1])=[CH:7][CH:8]=1. Reported procedure: 4-(2-Methoxy-ethylsulfanyl)-benzoic acid was esterified in methanol by adding catalytic amount of sulfuric acid. Subsequent work up afforded 4 g of desired product in 78% yield.